This data is from the Open Reaction Database (ORD), a public repository of structured organic reaction records. The task is: describe an organic reaction: reactants, conditions, products, and yield The reactants are FC1=C(C=C(C=C1)OC(F)(F)F)C(O)C1=NC=CC=C1 ((2-fluoro-5-trifluoromethoxyphenyl)pyridin-2-ylmethanol), OC1CCN(CC1)C (4-hydroxy-1-methylpiperidine), O (water), [OH-].[Na+] (sodium hydroxide), dioxalate. Solvent: CS(=O)(=O)O (methanesulfonic acid), CC(=O)C (acetone). Reaction conditions: temperature 145 celsius, time 7 hour. Product: FC1=C(C=C(C=C1)OC(F)(F)F)C(C1=NC=CC=C1)OC1CCN(CC1)C (2-[(2-fluoro-5-trifluoromethoxyphenyl)(1-methylpiperidin-4-yloxy)methyl]pyridine), dioxalate. RXN SMILES: [F:1][C:2]1[CH:7]=[CH:6][C:5]([O:8][C:9]([F:12])([F:11])[F:10])=[CH:4][C:3]=1[CH:13]([C:15]1[CH:20]=[CH:19][CH:18]=[CH:17][N:16]=1)[OH:14].O[CH:22]1[CH2:27][CH2:26][N:25]([CH3:28])[CH2:24][CH2:23]1.O.[OH-].[Na+]>CS(O)(=O)=O.CC(C)=O>[F:1][C:2]1[CH:7]=[CH:6][C:5]([O:8][C:9]([F:12])([F:11])[F:10])=[CH:4][C:3]=1[CH:13]([O:14][CH:22]1[CH2:27][CH2:26][N:25]([CH3:28])[CH2:24][CH2:23]1)[C:15]1[CH:20]=[CH:19][CH:18]=[CH:17][N:16]=1 |f:3.4|. Procedure: A mixture of (2-fluoro-5-trifluoromethoxyphenyl)pyridin-2-ylmethanol (340 mg) and 4-hydroxy-1-methylpiperidine (273 mg) in methanesulfonic acid (1.5 mL) is heated in a sealed tube at 145° C. for 24 hours and then at 155° C. for 7 hours. The mixture is cooled back to room temperature, poured into water which is then made alkaline with concentrated sodium hydroxide solution. The aqueous phase is extracted with diethyl ether. Pooled extracts are dried over magnesium sulphate and concentrated under ... The reactants are N#CCCl, O=C(OC(c1ccccc1)c1ccccc1)C(=NO)c1csc(NC(c2ccccc2)(c2ccccc2)c2ccccc2)n1. Product: N#CCON=C(C(=O)OC(c1ccccc1)c1ccccc1)c1csc(NC(c2ccccc2)(c2ccccc2)c2ccccc2)n1. Reaction SMILES: [Cl:45][CH2:46][C:47]#[N:48].[OH:1][N:2]=[C:3]([C:4](=[O:5])[O:6][CH:7]([c:8]1[cH:9][cH:10][cH:11][cH:12][cH:13]1)[c:14]1[cH:15][cH:16][cH:17][cH:18][cH:19]1)[c:20]1[n:21][c:22]([NH:25][C:26]([c:27]2[cH:28][cH:29][cH:30][cH:31][cH:32]2)([c:33]2[cH:34][cH:35][cH:36][cH:37][cH:38]2)[c:39]2[cH:40][cH:41][cH:42][cH:43][cH:44]2)[s:23][cH:24]1>>[O:1]([N:2]=[C:3]([C:4](=[O:5])[O:6][CH:7]([c:8]1[cH:9][cH:10][cH:11][cH:12][cH:13]1)[c:14]1[cH:15][cH:16][cH:17][cH:18][cH:19]1)[c:20]1[n:21][c:22]([NH:25][C:26]([c:27]2[cH:28][cH:29][cH:30][cH:31][cH:32]2)([c:33]2[cH:34][cH:35][cH:36][cH:37][cH:38]2)[c:39]2[cH:40][cH:41][cH:42][cH:43][cH:44]2)[s:23][cH:24]1)[CH2:46][C:47]#[N:48].